Dataset: the Open Reaction Database (ORD), a public repository of structured organic reaction records. Task: describe an organic reaction: reactants, conditions, products, and yield Starting materials: C(#N)[BH3-].[Na+] (sodium cyanoborohydride), C(C)(=O)O (acetic acid), CN1C(=NC=C1)C=O (1-methyl-2-imidazole carboxaldehyde), COC(CCN(CC1=CC=C(C=C1)CNCC=1NC=CN1)CCCCN(CCC)CCC)=O (3-[(4-dipropylamino-butyl)-(4-{[(1H-imidazol-2-ylmethyl)-amino]-methyl}-benzyl)-amino]-propionic acid methyl ester). The solvent is CO (methanol). Conditions: time 3 day. Product: COC(CCN(CC1=CC=C(C=C1)CN(CC=1N(C=CN1)C)CC=1NC=CN1)CCCCN(CCC)CCC)=O (3-[(4-dipropylamino-butyl)-(4-{[(1H-imidazol-2-ylmethyl)-(1-methyl-1H-imidazol-2-ylmethyl)-amino]-methyl}-benzyl)-amino]-propionic acid methyl ester). Isolated yield 96.5%. RXN SMILES: [CH3:1][O:2][C:3](=[O:33])[CH2:4][CH2:5][N:6]([CH2:22][CH2:23][CH2:24][CH2:25][N:26]([CH2:30][CH2:31][CH3:32])[CH2:27][CH2:28][CH3:29])[CH2:7][C:8]1[CH:13]=[CH:12][C:11]([CH2:14][NH:15][CH2:16][C:17]2[NH:18][CH:19]=[CH:20][N:21]=2)=[CH:10][CH:9]=1.C([BH3-])#N.[Na+].C(O)(=O)C.[CH3:42][N:43]1[CH:47]=[CH:46][N:45]=[C:44]1[CH:48]=O>CO>[CH3:1][O:2][C:3](=[O:33])[CH2:4][CH2:5][N:6]([CH2:22][CH2:23][CH2:24][CH2:25][N:26]([CH2:27][CH2:28][CH3:29])[CH2:30][CH2:31][CH3:32])[CH2:7][C:8]1[CH:9]=[CH:10][C:11]([CH2:14][N:15]([CH2:16][C:17]2[NH:18][CH:19]=[CH:20][N:21]=2)[CH2:48][C:44]2[N:43]([CH3:42])[CH:47]=[CH:46][N:45]=2)=[CH:12][CH:13]=1 |f:1.2|. Procedure: The compound (48.2 mg) obtained in Example 34-2 was dissolved in anhydrous methanol (1.0 ml) and added with sodium cyanoborohydride (9.90 mg), acetic acid (100 μl), and 1-methyl-2-imidazole carboxaldehyde (12.8 mg) and the whole was stirred at room temperature for 3 days under a nitrogen atmosphere. After completion of the reaction, the solvent was distilled off. The resultant was dissolved in chloroform and added with a 1 mol/l sodium hydroxide aqueous solution, and the whole was stirred for a ... Starting materials: C(C)(C)(C)OC(=O)N[C@@H](CC1=CNC=N1)C(=O)N[C@@H](CC1CCCCC1)[C@H](CCC(C)C)O (2(S)-(N-t-butoxycarbonyl-L-histidyl)amino-1-cyclohexyl-3(S)-hydroxy-6-methylheptane). The solvent is FC(C(=O)O)(F)F (trifluoroacetic acid), C(C)(=O)OCC (ethyl acetate). Yields the product N[C@@H](CC1=CNC=N1)C(=O)N[C@@H](CC1CCCCC1)[C@H](CCC(C)C)O (2(S)-(L-histidyl)amino-1-cyclohexyl-3(S)-hydroxy-6-methylheptane). Yield: 91.5%. Reaction SMILES: C(OC([NH:8][C@H:9]([C:16]([NH:18][C@H:19]([C@@H:27]([OH:33])[CH2:28][CH2:29][CH:30]([CH3:32])[CH3:31])[CH2:20][CH:21]1[CH2:26][CH2:25][CH2:24][CH2:23][CH2:22]1)=[O:17])[CH2:10][C:11]1[N:15]=[CH:14][NH:13][CH:12]=1)=O)(C)(C)C>FC(F)(F)C(O)=O.C(OCC)(=O)C>[NH2:8][C@H:9]([C:16]([NH:18][C@H:19]([C@@H:27]([OH:33])[CH2:28][CH2:29][CH:30]([CH3:31])[CH3:32])[CH2:20][CH:21]1[CH2:26][CH2:25][CH2:24][CH2:23][CH2:22]1)=[O:17])[CH2:10][C:11]1[N:15]=[CH:14][NH:13][CH:12]=1. Procedure details: A solution of 2(S)-(N-t-butoxycarbonyl-L-histidyl)amino-1-cyclohexyl-3(S)-hydroxy-6-methylheptane (383 mg) in trifluoroacetic acid (10 ml) was stirred at 0° C. for 30 minutes. After concentration of the mixture in vacuo, the residue was dissolved in ethyl acetate (20 ml). The solution was washed with saturated sodium bicarbonate solution, dried over magnesium sulfate, and concentrated in vacuo to give 2(S)-(L-histidyl)amino-1-cyclohexyl-3(S)-hydroxy-6-methylheptane (275 mg) as an amorphous powde... Reactants: CCCCC1=C(C=CC(=O)OC)CCc2cc(OC)ccc21, CO, [Na+], [OH-]. The product is CCCCC1=C(C=CC(=O)O)CCc2cc(OC)ccc21. RXN SMILES: [CH3:1][O:2][C:3]([CH:4]=[CH:5][C:6]1=[C:7]([CH2:18][CH2:19][CH2:20][CH3:21])[c:8]2[cH:9][cH:10][c:11]([O:16][CH3:17])[cH:12][c:13]2[CH2:14][CH2:15]1)=[O:22].[CH3:25][OH:26].[Na+:24].[OH-:23]>>[O:2]=[C:3]([CH:4]=[CH:5][C:6]1=[C:7]([CH2:18][CH2:19][CH2:20][CH3:21])[c:8]2[cH:9][cH:10][c:11]([O:16][CH3:17])[cH:12][c:13]2[CH2:14][CH2:15]1)[OH:22]. The reactants are BrCc1ccccc1CBr, NC(=O)CN1CCC(c2noc3cc(F)ccc23)CC1, [H-], [Na+], CN(C)C=O, O. Product: O=C(CN1CCC(c2noc3cc(F)ccc23)CC1)N1Cc2ccccc2C1. Reaction SMILES: [Br:23][CH2:24][c:25]1[c:26]([CH2:31][Br:32])[cH:27][cH:28][cH:29][cH:30]1.[F:1][c:2]1[cH:3][c:4]2[c:5]([c:6]([CH:9]3[CH2:10][CH2:11][N:12]([CH2:15][C:16](=[O:17])[NH2:18])[CH2:13][CH2:14]3)[n:7][o:8]2)[cH:19][cH:20]1.[H-:21].[Na+:22].[O:34]=[CH:35][N:36]([CH3:37])[CH3:38].[OH2:33]>>[F:1][c:2]1[cH:3][c:4]2[c:5]([c:6]([CH:9]3[CH2:10][CH2:11][N:12]([CH2:15][C:16](=[O:17])[N:18]4[CH2:24][c:25]5[c:26]([cH:27][cH:28][cH:29][cH:30]5)[CH2:31]4)[CH2:13][CH2:14]3)[n:7][o:8]2)[cH:19][cH:20]1. Reactants: COc1cc(OC)nc(Oc2cccc3c2C(=O)OC3O)n1, C=C[Mg+], [Cl-], Cl, C1CCOC1. Product: C=CC1OC(=O)c2c(Oc3nc(OC)cc(OC)n3)cccc21. Reaction SMILES: [CH3:1][O:2][c:3]1[n:4][c:5]([O:11][c:12]2[cH:13][cH:14][cH:15][c:16]3[c:21]2[C:19](=[O:20])[O:18][CH:17]3[OH:22])[n:6][c:7]([O:9][CH3:10])[cH:8]1.[CH:24](=[CH2:25])[Mg+:26].[Cl-:23].[ClH:27].[O:28]1[CH2:29][CH2:30][CH2:31][CH2:32]1>>[CH3:1][O:2][c:3]1[n:4][c:5]([O:11][c:12]2[cH:13][cH:14][cH:15][c:16]3[c:21]2[C:19](=[O:20])[O:18][CH:17]3[CH:24]=[CH2:25])[n:6][c:7]([O:9][CH3:10])[cH:8]1. The reactants are OC1(CC(CCC1)C(F)(F)F)CNC(=O)C=1C=2C=CC(=NC2C=CC1Cl)Cl (2,6-dichloro-quinoline-5-carboxylic acid (1-hydroxy-3-trifluoromethyl-cyclohexylmethyl)-amide), CCN(C(C)C)C(C)C (DIPEA), FC1CNCC1 (3-fluoro-pyrrolidine). Yields the product OC1(CC(CCC1)C(F)(F)F)CNC(=O)C=1C=2C=CC(=NC2C=CC1Cl)N1CC(CC1)F (6-Chloro-2-(3-fluoro-pyrrolidin-1-yl)-quinoline-5-carboxylic acid (1-hydroxy-3-trifluoromethyl-cyclohexylmethyl)-amide). As a reaction SMILES: [OH:1][C:2]1([CH2:12][NH:13][C:14]([C:16]2[C:17]3[CH:18]=[CH:19][C:20](Cl)=[N:21][C:22]=3[CH:23]=[CH:24][C:25]=2[Cl:26])=[O:15])[CH2:7][CH2:6][CH2:5][CH:4]([C:8]([F:11])([F:10])[F:9])[CH2:3]1.CCN(C(C)C)C(C)C.[F:37][CH:38]1[CH2:42][CH2:41][NH:40][CH2:39]1>>[OH:1][C:2]1([CH2:12][NH:13][C:14]([C:16]2[C:17]3[CH:18]=[CH:19][C:20]([N:40]4[CH2:41][CH2:42][CH:38]([F:37])[CH2:39]4)=[N:21][C:22]=3[CH:23]=[CH:24][C:25]=2[Cl:26])=[O:15])[CH2:7][CH2:6][CH2:5][CH:4]([C:8]([F:11])([F:10])[F:9])[CH2:3]1. Reported procedure: The title compound was synthesized according to the procedure described in example 1 using 2,6-dichloro-quinoline-5-carboxylic acid (1-hydroxy-3-trifluoromethyl-cyclohexylmethyl)-amide, DIPEA and 3-fluoro-pyrrolidine. 1H NMR (400 MHz, DMSO-d6) δ ppm 8.75 (1H), 7.85 (m, 1H), 7.58 (2H), 7.05 (1H), 5.43-5.56 (d, 1H), 4.72 (s, 1H), 3.80-3.58 (m, 3H), 3.26 (m, 2H), 2.59 (m, 1H), 2.22 (m, 1H), 2.08 (1H), 1.85-1.72 (m, 2H), 1.50 (m, 1H), 1.33-1.20 (m, 3H). m/z: 474 [M+H] The reactants are [Br-], O=C([O-])c1ccccc1, CN(C)C=O, CC1(C)OCC(CCl)O1, [Na+], [Na+]. Product: CC1(C)OCC(COC(=O)c2ccccc2)O1. As a reaction SMILES: [Br-:2].[C:3]([c:4]1[cH:5][cH:6][cH:7][cH:8][cH:9]1)(=[O:10])[O-:11].[CH3:22][N:23]([CH3:24])[CH:25]=[O:26].[Cl:13][CH2:14][CH:15]1[O:16][C:17]([CH3:20])([CH3:21])[O:18][CH2:19]1.[Na+:12].[Na+:1]>>[C:3]([c:4]1[cH:5][cH:6][cH:7][cH:8][cH:9]1)(=[O:10])[O:11][CH2:14][CH:15]1[O:16][C:17]([CH3:20])([CH3:21])[O:18][CH2:19]1.